Dataset: the Open Reaction Database (ORD), a public repository of structured organic reaction records. Task: describe an organic reaction: reactants, conditions, products, and yield Reaction SMILES: [F:1][C:2]1[CH:7]=[CH:6][C:5]([CH2:8][CH:9]([C:15]#[N:16])[C:10]([O:12][CH2:13][CH3:14])=[O:11])=[CH:4][CH:3]=1.Br[CH2:18][C:19]([O:21][CH2:22][CH3:23])=[O:20]>>[F:1][C:2]1[CH:3]=[CH:4][C:5]([CH2:8][C:9]([C:15]#[N:16])([C:10]([O:12][CH2:13][CH3:14])=[O:11])[CH2:18][C:19]([O:21][CH2:22][CH3:23])=[O:20])=[CH:6][CH:7]=1. Procedure details: In the same manner as Example 1-(b), 100 g of ethyl 3-(4-fluorophenyl)-2-cyanopropionate was reacted with ethyl bromoacetate to obtain ethyl 4-(4-fluorophenyl)-3-cyano-3-ethoxycarbonylbutyrate. Starting materials: FC1=CC=C(C=C1)CC(C(=O)OCC)C#N (ethyl 3-(4-fluorophenyl)-2-cyanopropionate), BrCC(=O)OCC (ethyl bromoacetate). The product is FC1=CC=C(C=C1)CC(CC(=O)OCC)(C(=O)OCC)C#N (ethyl 4-(4-fluorophenyl)-3-cyano-3-ethoxycarbonylbutyrate). The reactants are FC(C(=O)O)(F)F.C(C)S(=O)(=O)N1CCC(CC1)C1=CNC2=C(C=C(C=C12)C=1SC=C(C1)CNC)C(=O)N (3-[1-(ethylsulfonyl)-4-piperidinyl]-5-{4-[(methylamino)methyl]-2-thienyl}-1H-indole-7-carboxamide trifluoroacetate), CN (methylamine). The product is FC(C(=O)O)(F)F.C(C)S(=O)(=O)N1CCC(CC1)C1=CNC2=C(C=C(C=C12)C=1SC=C(C1)CNCC(C)C)C(=O)N (3-[1-(ethylsulfonyl)-4-piperidinyl]-5-(4-{[(2-methylpropyl)amino]methyl}-2-thienyl)-1H-indole-7-carboxamide trifluoroacetate). The yield is 25.0%. Reaction SMILES: [F:1][C:2]([F:7])([F:6])[C:3]([OH:5])=[O:4].[CH2:8]([S:10]([N:13]1[CH2:18][CH2:17][CH:16]([C:19]2[C:27]3[C:22](=[C:23]([C:36]([NH2:38])=[O:37])[CH:24]=[C:25]([C:28]4[S:29][CH:30]=[C:31]([CH2:33][NH:34][CH3:35])[CH:32]=4)[CH:26]=3)[NH:21][CH:20]=2)[CH2:15][CH2:14]1)(=[O:12])=[O:11])[CH3:9].[CH3:39]N>>[F:1][C:2]([F:7])([F:6])[C:3]([OH:5])=[O:4].[CH2:8]([S:10]([N:13]1[CH2:14][CH2:15][CH:16]([C:19]2[C:27]3[C:22](=[C:23]([C:36]([NH2:38])=[O:37])[CH:24]=[C:25]([C:28]4[S:29][CH:30]=[C:31]([CH2:33][NH:34][CH2:35][CH:2]([CH3:3])[CH3:39])[CH:32]=4)[CH:26]=3)[NH:21][CH:20]=2)[CH2:17][CH2:18]1)(=[O:11])=[O:12])[CH3:9] |f:0.1,3.4|. Procedure: The title compound was prepared according to the general procedure of 3-[1-(ethylsulfonyl)-4-piperidinyl]-5-{4-[(methylamino)methyl]-2-thienyl}-1H-indole-7-carboxamide trifluoroacetate, substituting 2-methyl-1-propanamine (0.1 mL) for 2 M methylamine to afford 15.4 mg of the title compound (25%).